This data is from the Open Reaction Database (ORD), a public repository of structured organic reaction records. The task is: describe an organic reaction: reactants, conditions, products, and yield The reactants are O1[C@H](CCCC1)OCCCOC1=CC=C(C(=O)OCC)C=C1 ((S)-ethyl 4-(2-tetrahydropyranyloxy)propoxybenzoate), O.C1(=CC=C(C=C1)S(=O)(=O)O)C (p-toluenesulfonic acid monohydrate). Solvent: CO (methanol). Product: O[C@H](COC1=CC=C(C(=O)OCC)C=C1)C ((S)-ethyl 4-(2-hydroxy)propoxybenzoate). Yield: 891.8%. Reaction SMILES: O1CCCC[C@@H]1O[CH2:8][CH2:9][CH2:10][O:11][C:12]1[CH:22]=[CH:21][C:15]([C:16]([O:18][CH2:19][CH3:20])=[O:17])=[CH:14][CH:13]=1.O.C1(C)C=CC(S(O)(=O)=[O:31])=CC=1>CO>[OH:31][C@@H:9]([CH3:8])[CH2:10][O:11][C:12]1[CH:13]=[CH:14][C:15]([C:16]([O:18][CH2:19][CH3:20])=[O:17])=[CH:21][CH:22]=1 |f:1.2|. Procedure details: A mixture of 4.5 g (0.014 mol) of (S)-ethyl 4-(2-tetrahydropyranyloxy)propoxybenzoate, 0.2 g (0.0011 mol) of p-toluenesulfonic acid monohydrate and 45 ml of methanol were refluxed for 1 h. Then the same procedure as in Referential Example 2 was repeated to obtain 2.2 g of the crude product.